Dataset: the Open Reaction Database (ORD), a public repository of structured organic reaction records. Task: describe an organic reaction: reactants, conditions, products, and yield Reactants: Clc1ncnc(Nc2ccc3c(cnn3Cc3ccccc3)c2)n1, CCN(C(C)C)C(C)C, C=CC(=O)Nc1cccc(N)c1. Product: C=CC(=O)Nc1cccc(Nc2ncnc(Nc3ccc4c(cnn4Cc4ccccc4)c3)n2)c1. As a reaction SMILES: [CH2:1]([c:2]1[cH:3][cH:4][cH:5][cH:6][cH:7]1)[n:8]1[n:9][cH:10][c:11]2[cH:12][c:13]([NH:17][c:18]3[n:19][cH:20][n:21][c:22]([Cl:24])[n:23]3)[cH:14][cH:15][c:16]12.[CH:25]([N:26]([CH2:27][CH3:28])[CH:29]([CH3:30])[CH3:31])([CH3:32])[CH3:33].[NH2:34][c:35]1[cH:36][c:37]([NH:41][C:42]([CH:43]=[CH2:44])=[O:45])[cH:38][cH:39][cH:40]1>>[CH2:1]([c:2]1[cH:3][cH:4][cH:5][cH:6][cH:7]1)[n:8]1[n:9][cH:10][c:11]2[cH:12][c:13]([NH:17][c:18]3[n:19][cH:20][n:21][c:22]([NH:34][c:35]4[cH:36][c:37]([NH:41][C:42]([CH:43]=[CH2:44])=[O:45])[cH:38][cH:39][cH:40]4)[n:23]3)[cH:14][cH:15][c:16]12. Reactants: CC(=O)Nc1ccc(-n2nc(Br)c3ccccc3c2=O)cc1, CCI, [H-], [Na+], CN(C)C=O. Yields the product CCN(C(C)=O)c1ccc(-n2nc(Br)c3ccccc3c2=O)cc1. As a reaction SMILES: [Br:3][c:4]1[n:5][n:6](-[c:15]2[cH:16][cH:17][c:18]([NH:21][C:22]([CH3:23])=[O:24])[cH:19][cH:20]2)[c:7](=[O:14])[c:8]2[cH:9][cH:10][cH:11][cH:12][c:13]12.[CH2:25]([CH3:26])[I:27].[H-:2].[Na+:1].[O:28]=[CH:29][N:30]([CH3:31])[CH3:32]>>[Br:3][c:4]1[n:5][n:6](-[c:15]2[cH:16][cH:17][c:18]([N:21]([C:22]([CH3:23])=[O:24])[CH2:25][CH3:26])[cH:19][cH:20]2)[c:7](=[O:14])[c:8]2[cH:9][cH:10][cH:11][cH:12][c:13]12. Reaction conditions: temperature 100 celsius. Starting materials: C[Si](N[Si](C)(C)C)(C)C (hexamethyldisilazane), resultant mixture, [BH4-].[Li+] (lithium borohydride), CN1C(N(C(C=2N3C(=NC12)N(C(C=C3O)=O)CC3=CC=C(C=C3)F)=O)C)=O (1,3-dimethyl-9-(4-fluorobenzyl)-6-hydroxy-pyrimido[2,1-f]purine-2,4,8(1H,3H,9H)-trione), S(=O)(=O)([O-])[O-].[NH4+].[NH4+] (ammonium sulfate), C[Si](N[Si](C)(C)C)(C)C (1,1,1,3,3,3-hexamethyldisilazane). Run in C(Cl)(Cl)Cl (chloroform), O1CCOCC1 (1,4-dioxan), C(Cl)(Cl)Cl (chloroform). The product is CN1CN(C(C=2N3C(=NC12)N(C(C=C3O)=O)CC3=CC=C(C=C3)F)=O)C (2,3-Dihydro-1,3-Dimethyl-9-(4-Fluorobenzyl)-6-Hydroxy-Pyrimido[2,1-f]Purine-4,8(1H,9H)-Dione). Procedure: Reflux a suspension of 395 g (1.06 moles) of 1,3-dimethyl-9-(4-fluorobenzyl)-6-hydroxy-pyrimido[2,1-f]purine-2,4,8(1H,3H,9H)-trione, 12.32 g of ammonium sulfate and 350 ml of 1,1,1,3,3,3-hexamethyldisilazane in 4 liters of chloroform until a clear solution is obtained (18-24 hr.). Remove chloroform and excess hexamethyldisilazane under reduced pressure, and treat the residual thick gum with 9.6 liters of dry 1,4-dioxan. While stirring the resultant mixture, cautiously add 70.4 g (3.24 moles) of ... As a reaction SMILES: [CH3:1][N:2]1[C:10]2[N:9]=[C:8]3[N:11]([CH2:17][C:18]4[CH:23]=[CH:22][C:21]([F:24])=[CH:20][CH:19]=4)[C:12](=[O:16])[CH:13]=[C:14]([OH:15])[N:7]3[C:6]=2[C:5](=[O:25])[N:4]([CH3:26])[C:3]1=O.S([O-])([O-])(=O)=O.[NH4+].[NH4+].C[Si](C)(C)N[Si](C)(C)C.[BH4-].[Li+]>C(Cl)(Cl)Cl.O1CCOCC1>[CH3:1][N:2]1[C:10]2[N:9]=[C:8]3[N:11]([CH2:17][C:18]4[CH:23]=[CH:22][C:21]([F:24])=[CH:20][CH:19]=4)[C:12](=[O:16])[CH:13]=[C:14]([OH:15])[N:7]3[C:6]=2[C:5](=[O:25])[N:4]([CH3:26])[CH2:3]1 |f:1.2.3,5.6|. Reactants: CC=1C=C(OCCCN2CCOCC2)C=CC1[N+](=O)[O-] (4-(3-(3-methyl-4-nitrophenoxy)propyl) morpholine). Reagents/catalysts: [Pd] (Pd/C). Solvent: solution. Product: CC1=C(N)C=CC(=C1)OCCCN1CCOCC1 (2-Methyl-4-(3-morpholinopropoxy)aniline). The yield is 32.0%. As a reaction SMILES: [CH3:1][C:2]1[CH:3]=[C:4]([CH:15]=[CH:16][C:17]=1[N+:18]([O-])=O)[O:5][CH2:6][CH2:7][CH2:8][N:9]1[CH2:14][CH2:13][O:12][CH2:11][CH2:10]1>[Pd]>[CH3:1][C:2]1[CH:3]=[C:4]([O:5][CH2:6][CH2:7][CH2:8][N:9]2[CH2:10][CH2:11][O:12][CH2:13][CH2:14]2)[CH:15]=[CH:16][C:17]=1[NH2:18]. Procedure: An ethanolic (20 mL) solution of 4-(3-(3-methyl-4-nitrophenoxy)propyl) morpholine (0.75 g, 2.7 mmol) was subjected to hydrogenation using the H-cube (Pd/C catalyst cartridge and H2, 1-5 bar) for 1 hour. 2-Methyl-4-(3-morpholinopropoxy)aniline was isolated by concentration under reduced pressure (0.22 g, 32% yield). 1H-NMR (400 MHz DMSO-d6): δ 6.57-6.51 (m, 3H), 3.85 (t, 6.4 Hz, 2H), 3.69-3.62 (m, 4H), 3.46-3.43 (m, 2H), 2.56 (m, 4H), 2.02 (s, 3H), 1.88-1.85 (m, 2H). MS (EI): 251 (MH+). Reactants: NC1=C(C=NC(N1C=1C(=CC(=C(C(=O)OC(C)C)C1)Cl)F)=O)C#N (isopropyl 5-[6-amino-5-cyano-2-oxo-1(2H)-pyrimidinyl]-2-chloro-4-fluorobenzoate), Cl (hydrochloric acid), C(C)(C)O (isopropanol). The product is ClC1=C(C(=O)OC(C)C)C=C(C(=C1)F)N1C(NC=C(C1=O)C#N)=O (Isopropyl 2-chloro-4-fluoro-5-[5-cyano-3,6-dihydro-2,6-dioxo-1(2H)-pyrimidinyl]-benzoate). RXN SMILES: N[C:2]1[N:7]([C:8]2[C:9]([F:21])=[CH:10][C:11]([Cl:20])=[C:12]([CH:19]=2)[C:13]([O:15][CH:16]([CH3:18])[CH3:17])=[O:14])[C:6](=[O:22])[N:5]=[CH:4][C:3]=1[C:23]#[N:24].Cl.C([OH:29])(C)C>>[Cl:20][C:11]1[CH:10]=[C:9]([F:21])[C:8]([N:7]2[C:2](=[O:29])[C:3]([C:23]#[N:24])=[CH:4][NH:5][C:6]2=[O:22])=[CH:19][C:12]=1[C:13]([O:15][CH:16]([CH3:18])[CH3:17])=[O:14]. Procedure: 3.40 g of isopropyl 5-[6-amino-5-cyano-2-oxo-1(2H)-pyrimidinyl]-2-chloro-4-fluorobenzoate in a solution of 100 ml isopropanol and 10 ml of 2N hydrochloric acid are stirred for 1 hour at room temperature. The reaction mixture is substantially concentrated under reduced pressure and extracted with ethyl acetate. The organic phase is washed with aqueous sodium bicarbonate solution, thereafter with water, and dried over anhydrous sodium sulphate. Then the organic phase is evaporated to dryness under...